From a dataset of the Open Reaction Database (ORD), a public repository of structured organic reaction records. describe an organic reaction: reactants, conditions, products, and yield Reactants: C(C)(=O)O[C@H]1C(SC[C@H]([C@@H]1OC(C)=O)OC(C)=O)Br (2,3,4-tri-O-acetyl-5-thio-D-xylopyranosyl bromide), OC=1C=C(C#N)C=CC1 (3-hydroxybenzonitrile). The reagents and catalysts are [O-2].[Zn+2] (zinc oxide). The solvent is C(C)#N (acetonitrile), C1(=CC=CC=C1)C (toluene). Product: C(C)(=O)O[C@H]1[C@H](OC2=CC(=CC=C2)C#N)SC[C@H]([C@@H]1OC(C)=O)OC(C)=O (3-cyanophenyl 2,3,4-tri-O-acetyl-5-thio-β-D-xylopyranoside). Yield: 24.9%. Reaction SMILES: [C:1]([O:4][C@@H:5]1[C@@H:10]([O:11][C:12](=[O:14])[CH3:13])[C@H:9]([O:15][C:16](=[O:18])[CH3:17])[CH2:8][S:7][CH:6]1Br)(=[O:3])[CH3:2].[OH:20][C:21]1[CH:22]=[C:23]([CH:26]=[CH:27][CH:28]=1)[C:24]#[N:25]>C1(C)C=CC=CC=1.C(#N)C.[O-2].[Zn+2]>[C:1]([O:4][C@@H:5]1[C@@H:10]([O:11][C:12](=[O:14])[CH3:13])[C@H:9]([O:15][C:16](=[O:18])[CH3:17])[CH2:8][S:7][C@H:6]1[O:20][C:21]1[CH:28]=[CH:27][CH:26]=[C:23]([C:24]#[N:25])[CH:22]=1)(=[O:3])[CH3:2] |f:4.5|. Procedure: If the procedure described in Preparation LXXVIII is followed starting from 0.5 g (1.4.10-3 mol) of 2,3,4-tri-O-acetyl-5-thio-D-xylopyranosyl bromide, 0.25 g (2.1.10-3 mol) of 3-hydroxybenzonitrile and 170 mg (2.1.10-3 mol) of zinc oxide (ZnO) in 4 ml of anhydrous toluene and 4 ml of acetonitrile, 138 mg (yield: 25%) of the expected product are obtained after purification by chromatography on silica gel using a hexane/ethyl acetate mixture (2/1 v/v) as the eluent, and precipitation in ether.